The task is: describe an organic reaction: reactants, conditions, products, and yield. This data is from the Open Reaction Database (ORD), a public repository of structured organic reaction records. Starting materials: C(C)(C)(C)OC(=O)N[C@@H](CC1=CC=C(C=C1)OC(C)(C)C)C(=O)O (N-(tert-butyloxycarbonyl)-O-(tert-butyl)-L-tyrosine), CN(C([C@H](N)CCSC)=O)CCCC1=CC=CC=C1 (N-methyl-N-(3-phenylpropyl)-D-methioninamide). Product: C(C)(C)(C)OC(=O)N[C@@H](CC1=CC=C(C=C1)OC(C)(C)C)C(=O)N[C@H](CCSC)C(=O)N(CCCC1=CC=CC=C1)C ([N-(tert-butyloxycarbonyl)-O-(tert-butyl)-L-tyrosyl]-N-methyl-N-(3-phenylpropyl)-D-methioninamide). The yield is 27.0%. As a reaction SMILES: [C:1]([O:5][C:6]([NH:8][C@H:9]([C:22](O)=[O:23])[CH2:10][C:11]1[CH:16]=[CH:15][C:14]([O:17][C:18]([CH3:21])([CH3:20])[CH3:19])=[CH:13][CH:12]=1)=[O:7])([CH3:4])([CH3:3])[CH3:2].[CH3:25][N:26]([CH2:35][CH2:36][CH2:37][C:38]1[CH:43]=[CH:42][CH:41]=[CH:40][CH:39]=1)[C:27](=[O:34])[C@@H:28]([CH2:30][CH2:31][S:32][CH3:33])[NH2:29]>>[C:1]([O:5][C:6]([NH:8][C@H:9]([C:22]([NH:29][C@@H:28]([C:27]([N:26]([CH3:25])[CH2:35][CH2:36][CH2:37][C:38]1[CH:39]=[CH:40][CH:41]=[CH:42][CH:43]=1)=[O:34])[CH2:30][CH2:31][S:32][CH3:33])=[O:23])[CH2:10][C:11]1[CH:12]=[CH:13][C:14]([O:17][C:18]([CH3:19])([CH3:21])[CH3:20])=[CH:15][CH:16]=1)=[O:7])([CH3:4])([CH3:2])[CH3:3]. Procedure details: By the method of part A of this sample N-(tert-butyloxycarbonyl)-O-(tert-butyl)-L-tyrosine (2.59 g.) was condensed with N-methyl-N-(3-phenylpropyl)-D-methioninamide (1.4 g.). The product was crystallized twice from ethyl acetate, affording [N-(tert-butyloxycarbonyl)-O-(tert-butyl)-L-tyrosyl]-N-methyl-N-(3-phenylpropyl)-D-methioninamide (810 mg., m.r. 130°-131° C.).